This data is from the Open Reaction Database (ORD), a public repository of structured organic reaction records. The task is: describe an organic reaction: reactants, conditions, products, and yield Run at temperature 80 celsius. The product is FC(C1=CC=C(CN2N3C(C(=C(C2=O)C2=CC=C(C=C2)Cl)C2=CC=C(C=C2)Cl)=NN(C3=O)COCC[Si](C)(C)C)C=C1)(F)F (5-(4-(trifluoromethyl)benzyl)-7,8-bis(4-chlorophenyl)-2-((2-(trimethylsilyl)ethoxy)methyl)-[1,2,4]triazolo[4,3-b]pyridazine-3,6(2H,5H)-dione). As a reaction SMILES: [Cl:1][C:2]1[CH:7]=[CH:6][C:5]([C:8]2[C:13](=[O:14])[NH:12][N:11]3[C:15](=[O:26])[N:16]([CH2:18][O:19][CH2:20][CH2:21][Si:22]([CH3:25])([CH3:24])[CH3:23])[N:17]=[C:10]3[C:9]=2[C:27]2[CH:32]=[CH:31][C:30]([Cl:33])=[CH:29][CH:28]=2)=[CH:4][CH:3]=1.[F:34][C:35]([F:45])([F:44])[C:36]1[CH:43]=[CH:42][C:39]([CH2:40]Br)=[CH:38][CH:37]=1.C([O-])([O-])=O.[K+].[K+]>CN(C=O)C.C(OCC)(=O)C>[F:34][C:35]([F:44])([F:45])[C:36]1[CH:43]=[CH:42][C:39]([CH2:40][N:12]2[C:13](=[O:14])[C:8]([C:5]3[CH:4]=[CH:3][C:2]([Cl:1])=[CH:7][CH:6]=3)=[C:9]([C:27]3[CH:28]=[CH:29][C:30]([Cl:33])=[CH:31][CH:32]=3)[C:10]3=[N:17][N:16]([CH2:18][O:19][CH2:20][CH2:21][Si:22]([CH3:25])([CH3:24])[CH3:23])[C:15](=[O:26])[N:11]23)=[CH:38][CH:37]=1 |f:2.3.4|. Solvent: CN(C)C=O (DMF), C(C)(=O)OCC (ethyl acetate). Isolated yield 109.9%. Procedure: The solution of 7,8-bis(4-chlorophenyl)-2-((2-(trimethylsilyl)ethoxy)methyl)-[1,2,4]triazolo[4,3-b]pyridazine-3,6(2H,5H)-dione, (112 mg, 0.22 mmol), prepared as described in example 6B, 4-(trifluoromethyl)benzyl bromide (58 mg, 0.24 mmol), K2CO3 (91 mg, 0.66 mmol) in DMF (2 ml), was heated at 80° C. for 0.75 hour. After this time, the solution was cooled to RT and diluted with ethyl acetate. The resulting solution was washed with water. The organic layer was dried over Na2SO4, filtered and conce... Starting materials: ClC1=CC=C(C=C1)C1=C(C=2N(NC1=O)C(N(N2)COCC[Si](C)(C)C)=O)C2=CC=C(C=C2)Cl (7,8-bis(4-chlorophenyl)-2-((2-(trimethylsilyl)ethoxy)methyl)-[1,2,4]triazolo[4,3-b]pyridazine-3,6(2H,5H)-dione), FC(C1=CC=C(CBr)C=C1)(F)F (4-(trifluoromethyl)benzyl bromide), C(=O)([O-])[O-].[K+].[K+] (K2CO3). Starting materials: COC=1C=C(C=CC1[N+](=O)[O-])C1(CCC(CC1)=O)C#N (1-(3-Methoxy-4-nitro-phenyl)-4-oxo-cyclohexanecarbonitrile), N1CCOCC1 (Morpholine), O1CCCC1 (Tetrahydrofuran), C(C)(=O)O[BH-](OC(C)=O)OC(C)=O.[Na+] (Sodium triacetoxyborohydride). Run at temperature 50 celsius, time 1 hour. The product is trans-1-(3-methoxy-4-nitrophenyl)-4-(morpholin-4-yl)cyclohexanecarbonitrile, OC1CCC(CC1)(C#N)C1=CC(=C(C=C1)[N+](=O)[O-])OC (4-Hydroxy-1-(3-methoxy-4-nitro-phenyl)-cyclohexanecarbonitrile). Yield: 11.0%. As a reaction SMILES: [CH3:1][O:2][C:3]1[CH:4]=[C:5]([C:12]2([C:19]#[N:20])[CH2:17][CH2:16][C:15](=[O:18])[CH2:14][CH2:13]2)[CH:6]=[CH:7][C:8]=1[N+:9]([O-:11])=[O:10].N1CCOCC1.O1CCCC1.C(O[BH-](OC(=O)C)OC(=O)C)(=O)C.[Na+]>>[OH:18][CH:15]1[CH2:14][CH2:13][C:12]([C:5]2[CH:6]=[CH:7][C:8]([N+:9]([O-:11])=[O:10])=[C:3]([O:2][CH3:1])[CH:4]=2)([C:19]#[N:20])[CH2:17][CH2:16]1 |f:3.4|. Procedure: Into a 8-dram vial, 1-(3-Methoxy-4-nitro-phenyl)-4-oxo-cyclohexanecarbonitrile (0.450 g, 1.64 mmol), Morpholine (0.429 g, 4.92 mmol), Tetrahydrofuran (8.00 mL, 98.6 mmol) was added and stirred at 50° C. for 1 hour. Sodium triacetoxyborohydride (0.695 g, 3.28 mmol) was added and continued to heat at 50° C. overnight. The reaction was cooled to room temperature. The reaction was partitioned with saturated NaHCO3 and EtOAc. The organic was separated, washed with Brine and dried over Na2SO4. The sol... The reactants are O=C(C=Cc1ccccc1)c1ccc2[nH]c(=O)oc2c1, ClC(Cl)Cl, O. Product: O=C1C=C(c2ccccc2)c2cc3[nH]c(=O)oc3cc21. As a reaction SMILES: [C:1]([CH:2]=[CH:3][c:4]1[cH:5][cH:6][cH:7][cH:8][cH:9]1)(=[O:10])[c:11]1[cH:12][c:13]2[c:14]([nH:15][c:16](=[O:18])[o:17]2)[cH:19][cH:20]1.[CH:22]([Cl:23])([Cl:24])[Cl:25].[OH2:21]>>[C:1]1(=[O:10])[CH:2]=[C:3]([c:4]2[cH:5][cH:6][cH:7][cH:8][cH:9]2)[c:20]2[c:11]1[cH:12][c:13]1[c:14]([nH:15][c:16](=[O:18])[o:17]1)[cH:19]2. Reactants: O=C([O-])O, CCN(CC)S(F)(F)F, ClC(Cl)Cl, Cc1cc2c(cc1C(=O)N1CCc3cc(Cl)ccc31)[nH]c(=O)c1nnc(C(O)C3CC3)n12, ClCCl, [Na+]. Yields the product Cc1cc2c(cc1C(=O)N1CCc3cc(Cl)ccc31)[nH]c(=O)c1nnc(C(F)C3CC3)n12. As a reaction SMILES: [C:45](=[O:46])([O-:47])[OH:48].[CH2:36]([N:37]([S:38]([F:39])([F:40])[F:42])[CH2:41][CH3:43])[CH3:44].[CH:50]([Cl:51])([Cl:52])[Cl:53].[Cl:1][c:2]1[cH:3][c:4]2[c:8]([cH:9][cH:10]1)[N:7]([C:11](=[O:12])[c:13]1[cH:14][c:15]3[nH:16][c:17](=[O:32])[c:18]4[n:19]([c:20]3[cH:21][c:22]1[CH3:23])[c:24]([CH:27]([OH:28])[CH:29]1[CH2:30][CH2:31]1)[n:25][n:26]4)[CH2:6][CH2:5]2.[Cl:33][CH2:34][Cl:35].[Na+:49]>>[Cl:1][c:2]1[cH:3][c:4]2[c:8]([cH:9][cH:10]1)[N:7]([C:11](=[O:12])[c:13]1[cH:14][c:15]3[nH:16][c:17](=[O:32])[c:18]4[n:19]([c:20]3[cH:21][c:22]1[CH3:23])[c:24]([CH:27]([CH:29]1[CH2:30][CH2:31]1)[F:42])[n:25][n:26]4)[CH2:6][CH2:5]2. The reactants are C([O-])([O-])=O.[K+].[K+] (potassium carbonate), BrC1=CC=C(C=C1)Br (1,4-Dibromobenzene), ice water, [N+](=O)(O)[O-] (nitric acid). Run in S(O)(O)(=O)=O (sulfuric acid), S(O)(O)(=O)=O (sulfuric acid). Conditions: time 14 hour. Yields the product BrC1=C(C=C(C=C1)Br)[N+](=O)[O-] (1,4-dibromo-2-nitrobenzene). Reaction SMILES: [Br:1][C:2]1[CH:7]=[CH:6][C:5]([Br:8])=[CH:4][CH:3]=1.[N+:9]([O-])([OH:11])=[O:10].C(=O)([O-])[O-].[K+].[K+]>S(=O)(=O)(O)O>[Br:1][C:2]1[CH:7]=[CH:6][C:5]([Br:8])=[CH:4][C:3]=1[N+:9]([O-:11])=[O:10] |f:2.3.4|. Procedure details: 1,4-Dibromobenzene (25 g) was dissolved in concentrated sulfuric acid (30 ml). Thereto was added dropwise under ice cooling a mixed solution of concentrated sulfuric acid (30 ml)/nitric acid (8.9 ml). After 14 hours at room temperature, the reaction mixture was poured into ice water, was mixed with potassium carbonate and was extracted with ethyl acetate. The extract was washed successively with an aqueous solution of potassium bicarbonate and an aqueous saturated solution of sodium chloride, wa...